Dataset: the Open Reaction Database (ORD), a public repository of structured organic reaction records. Task: describe an organic reaction: reactants, conditions, products, and yield Reactants: O1C(CCCC1)N1C(NC2=C(C1=O)CCC2)=O (3-(2-tetrahydropyranyl)-1,2,3,4,6,7-hexahydro-5H-cyclopentapyrimidine-2,4-dione), suspension, [H-].[Na+] (sodium hydride), ClC(=O)OC1=CC=C(C=C1)C (p-tolyl chloroformate), C1=CC(=CC=C1O)C (p-cresol), C(C)(C)OC(C)C (Isopropyl ether). Solvent: CN(C)P(=O)(N(C)C)N(C)C (hexamethylphosphotriamide), O1CCCC1 (tetrahydrofuran), O (water). Conditions: time 105 minute. Product: O1C(CCCC1)N1C(N(C2=C(C1=O)CCC2)C(=O)OC2=CC=C(C=C2)C)=O (3-(2-tetrahydropyranyl)-1,2,3,4,6,7-hexahydro-1-(p-tolyloxycarbonyl)-5H-cyclopentapyrimidine-2,4-dione). The yield is 65.9%. Reaction SMILES: [O:1]1[CH2:6][CH2:5][CH2:4][CH2:3][CH:2]1[N:7]1[C:12](=[O:13])[C:11]2[CH2:14][CH2:15][CH2:16][C:10]=2[NH:9][C:8]1=[O:17].[H-].[Na+].Cl[C:21]([O:23][C:24]1[CH:29]=[CH:28][C:27]([CH3:30])=[CH:26][CH:25]=1)=[O:22].C1C(O)=CC=C(C)C=1.C(OC(C)C)(C)C>O.CN(P(N(C)C)(N(C)C)=O)C.O1CCCC1>[O:1]1[CH2:6][CH2:5][CH2:4][CH2:3][CH:2]1[N:7]1[C:12](=[O:13])[C:11]2[CH2:14][CH2:15][CH2:16][C:10]=2[N:9]([C:21]([O:23][C:24]2[CH:29]=[CH:28][C:27]([CH3:30])=[CH:26][CH:25]=2)=[O:22])[C:8]1=[O:17] |f:1.2|. Procedure: 15 g of 3-(2-tetrahydropyranyl)-1,2,3,4,6,7-hexahydro-5H-cyclopentapyrimidine-2,4-dione [prepared according to the French Pat. No. 2,029,250] were introduced with stirring over 20 minutes at 20° C. into 130 ml of anhydrous tetrahydrofuran and 13 ml of hexamethylphosphotriamide and then 3.35 g of a 50% suspension of sodium hydride in oil were introduced in several portions at 0° C. with stirring for 105 minutes. Then 13 g of p-tolyl chloroformate prepared from p-cresol were introduced dropwise wi...